Dataset: the Open Reaction Database (ORD), a public repository of structured organic reaction records. Task: describe an organic reaction: reactants, conditions, products, and yield Starting materials: N1(CCOCC1)C1C(=CC(=NN1C(=O)OCC)C1=CC(=CC=C1)C(F)(F)F)C(=O)OCC (6-(4-morpholinyl)-3-[3-(trifluoromethyl)phenyl]-1,5(6H)-pyridazindicarboxylic acid, diethyl ester), O (water). Solvent: CN(C)C=O (DMF). The product is C(C)OC(=O)C1=CN=NC(=C1)C1=CC(=CC=C1)C(F)(F)F (6-[3-(trifluoromethyl)phenyl]-4-pyridazinecarboxylic acid ethyl ester). The yield is 47.0%. RXN SMILES: N1([CH:7]2[N:12](C(OCC)=O)[N:11]=[C:10]([C:18]3[CH:23]=[CH:22][CH:21]=[C:20]([C:24]([F:27])([F:26])[F:25])[CH:19]=3)[CH:9]=[C:8]2[C:28]([O:30][CH2:31][CH3:32])=[O:29])CCOCC1.O>CN(C=O)C>[CH2:31]([O:30][C:28]([C:8]1[CH:9]=[C:10]([C:18]2[CH:23]=[CH:22][CH:21]=[C:20]([C:24]([F:26])([F:27])[F:25])[CH:19]=2)[N:11]=[N:12][CH:7]=1)=[O:29])[CH3:32]. Procedure: 6-(4-morpholinyl)-3-[3-(trifluoromethyl)phenyl]-1,5(6H)-pyridazindicarboxylic acid, diethyl ester (10.73 g, 0.024 mole) was refluxed in DMF (150 mL) for 30 min. The mixture was poured into water and extracted 3×100 mL with ethyl acetate. The organic layer was dried (MgSO4), filtered through silica gel, and evaporated in vacuo to give a crude solid which was recrystallized from cyclohexane/ethyl acetate to give 6-[3-(trifluoromethyl)phenyl]-4-pyridazinecarboxylic acid ethyl ester (3.34 g, 47% yie...